This data is from the Open Reaction Database (ORD), a public repository of structured organic reaction records. The task is: describe an organic reaction: reactants, conditions, products, and yield Reactants: N(=N\C(=O)OC(C)(C)C)/C(=O)OC(C)(C)C ((E)-di-tert-butyl diazene-1,2-dicarboxylate), C(#C)C=1C=C2C=CC(=CC2=CC1)O (6-ethynylnaphthalen-2-ol), O1CCN(CC1)CCCO (3-morpholinopropan-1-ol), C1(=CC=CC=C1)P(C1=CC=CC=C1)C1=CC=CC=C1 (triphenylphosphine). Solvent: C1CCOC1 (THF). Run at time 1 hour. Yields the product C(#C)C=1C=C2C=CC(=CC2=CC1)OCCCN1CCOCC1 (4-(3-(6-ethynylnaphthalen-2-yloxy)propyl)morpholine). RXN SMILES: [C:1]([C:3]1[CH:4]=[C:5]2[C:10](=[CH:11][CH:12]=1)[CH:9]=[C:8]([OH:13])[CH:7]=[CH:6]2)#[CH:2].[O:14]1[CH2:19][CH2:18][N:17]([CH2:20][CH2:21][CH2:22]O)[CH2:16][CH2:15]1.C1(P(C2C=CC=CC=2)C2C=CC=CC=2)C=CC=CC=1.N(/C(OC(C)(C)C)=O)=N\C(OC(C)(C)C)=O>C1COCC1>[C:1]([C:3]1[CH:4]=[C:5]2[C:10](=[CH:11][CH:12]=1)[CH:9]=[C:8]([O:13][CH2:22][CH2:21][CH2:20][N:17]1[CH2:18][CH2:19][O:14][CH2:15][CH2:16]1)[CH:7]=[CH:6]2)#[CH:2]. Procedure: To a mixture of compound 110B (57 mg, 0.34 mmol), 3-morpholinopropan-1-ol (98 mg, 0.68 mmol) and triphenylphosphine (133 mg, 0.508 mmol) in THF (1.5 ml) was added (E)-di-tert-butyl diazene-1,2-dicarboxylate (117 mg, 0.508 mmol). The reaction mixture was stirred for 1 h and insoluble material was filtered off The filtrate was concentrated and the residue was purified by reverse phase HPLC (gradient: 0-55% acetonitrile in 0.1% TFA water/40 min) to provide compound 110C: LCMS (APCI) 296 (M+H). Starting materials: C1(=CC(=CC=C1)B(O)O)C1=CC=CC=C1 (1,1′-biphenyl-3-ylboronic acid), CC(C(=O)[O-])C1CCN2C1=C(C=1C(=CC(=CC21)F)S(=O)(=O)C)Br ((+/−)-methyl[9-bromo-6-fluoro-8-(methylsulfonyl)-2,3-dihydro-1H-pyrrolo[1,2-a]indol-1-yl]acetate). The product is C1(=CC(=CC=C1)C1=C2N(C=3C=C(C=C(C13)S(=O)(=O)C)F)CCC2CC(=O)O)C2=CC=CC=C2 ((+/−)-[9-(1,1′-BIPHENYL-3-YL)-6-FLUORO-8-(METHYLSULFONYL)-2,3-DIHYDRO-1H-PYRROLO[1,2-a]INDOL-1-YL]ACETIC ACID). Reaction SMILES: [C:1]1([C:10]2[CH:15]=[CH:14][CH:13]=[CH:12][CH:11]=2)[CH:6]=[CH:5][CH:4]=[C:3](B(O)O)[CH:2]=1.C[CH:17]([CH:21]1[C:25]2=[C:26](Br)[C:27]3[C:28]([S:34]([CH3:37])(=[O:36])=[O:35])=[CH:29][C:30]([F:33])=[CH:31][C:32]=3[N:24]2[CH2:23][CH2:22]1)[C:18]([O-:20])=[O:19]>>[C:1]1([C:10]2[CH:15]=[CH:14][CH:13]=[CH:12][CH:11]=2)[CH:6]=[CH:5][CH:4]=[C:3]([C:26]2[C:27]3[C:28]([S:34]([CH3:37])(=[O:36])=[O:35])=[CH:29][C:30]([F:33])=[CH:31][C:32]=3[N:24]3[CH2:23][CH2:22][CH:21]([CH2:17][C:18]([OH:20])=[O:19])[C:25]=23)[CH:2]=1. Procedure details: Starting from 1,1′-biphenyl-3-ylboronic acid and (+/−)-methyl[9-bromo-6-fluoro-8-(methylsulfonyl)-2,3-dihydro-1H-pyrrolo[1,2-a]indol-1-yl]acetate (Example 126, Step 1), the title compound was synthesized following the procedures described in Step 2 of Example 126 and Step 10 of Example 7. The reactants are FS(=O)(=O)C=1SC(=C(C1)[N+](=O)[O-])Cl (2-fluorosulphonyl-4-nitro-5-chlorothiophene), C1N2CN3CN1CN(C2)C3 (hexamine), S(O)(O)(=O)=O (sulphuric acid). Run in CO (methanol). Run at time 4 hour. Product: FS(=O)(=O)C1(SC=C(C1)[N+](=O)[O-])N (2-fluorosulphonyl-4-nitro-2-aminothiophene). RXN SMILES: [F:1][S:2]([C:5]1[S:6][C:7](Cl)=[C:8]([N+:10]([O-:12])=[O:11])[CH:9]=1)(=[O:4])=[O:3].C1N2CN3CN(C2)C[N:15]1C3.S(=O)(=O)(O)O>CO>[F:1][S:2]([C:5]1([NH2:15])[CH2:9][C:8]([N+:10]([O-:12])=[O:11])=[CH:7][S:6]1)(=[O:4])=[O:3]. Procedure details: The 2-fluorosulphonyl-4-nitro-5-chlorothiophene (20.4 parts), was added to methanol (240 parts) with hexamine (22.5 parts). Heated to reflux and stirred under these conditions for 4 hours. Cooled to room temperature and poured onto 10% sulphuric acid solution (250 parts). The product was extracted out with ethyl acetate, separated and dried over magnessium sulphate, then screened and concentrated to yield the product 2-fluorosulphonyl-4-nitro-2-aminothiophene (16 parts). The reactants are CC(C)(C)NCc1ccccc1, CO, NO, c1ccc(C2OCc3nc(C4CO4)ccc3O2)cc1, CC(C)(C)N(Cc1ccccc1)CC(O)c1ccccn1. Product: CC(C)(C)N(Cc1ccccc1)CC(O)c1ccc2c(n1)COC(c1ccccc1)O2. As a reaction SMILES: [C:20]([CH3:21])([CH3:22])([CH3:23])[NH:24][CH2:25][c:26]1[cH:27][cH:28][cH:29][cH:30][cH:31]1.[CH3:55][OH:56].[NH2:53][OH:54].[O:1]1[CH:2]([c:4]2[cH:5][cH:6][c:7]3[c:8]([n:9]2)[CH2:10][O:11][CH:12]([c:14]2[cH:15][cH:16][cH:17][cH:18][cH:19]2)[O:13]3)[CH2:3]1.[OH:32][CH:33]([c:34]1[n:35][cH:36][cH:37][cH:38][cH:39]1)[CH2:40][N:41]([CH2:42][c:43]1[cH:44][cH:45][cH:46][cH:47][cH:48]1)[C:49]([CH3:50])([CH3:51])[CH3:52]>>[OH:1][CH:2]([CH2:3][N:24]([C:20]([CH3:21])([CH3:22])[CH3:23])[CH2:25][c:26]1[cH:27][cH:28][cH:29][cH:30][cH:31]1)[c:4]1[cH:5][cH:6][c:7]2[c:8]([n:9]1)[CH2:10][O:11][CH:12]([c:14]1[cH:15][cH:16][cH:17][cH:18][cH:19]1)[O:13]2. Starting materials: Cl.ClCCN1CCCC1 (N-(2-chloroethyl)-pyrrolidine hydrochloride), BrC=1C=C2CCNC2=CC1 (5-bromoindoline), Cl.ClCCN1CCCC1 (N-(2-chloroethyl)-pyrrolidine hydrochloride), C(C)N(C(C)C)C(C)C (ethyldiisopropylamine). Solvent: CN(C)C=O (DMF), CCOC(=O)C (EtOAc), [Na+].[Cl-] (NaCl). Reaction conditions: time 21 hour. Yields the product BrC=1C=C2CCN(C2=CC1)CCN1CCCC1 (5-bromo-1-(2-pyrrolidin-1-yl-ethyl)-2,3-dihydro-1H-indole). As a reaction SMILES: [Br:1][C:2]1[CH:3]=[C:4]2[C:8](=[CH:9][CH:10]=1)[NH:7][CH2:6][CH2:5]2.Cl.Cl[CH2:13][CH2:14][N:15]1[CH2:19][CH2:18][CH2:17][CH2:16]1.C(N(C(C)C)C(C)C)C>CN(C=O)C.[Na+].[Cl-].CCOC(C)=O>[Br:1][C:2]1[CH:3]=[C:4]2[C:8](=[CH:9][CH:10]=1)[N:7]([CH2:13][CH2:14][N:15]1[CH2:19][CH2:18][CH2:17][CH2:16]1)[CH2:6][CH2:5]2 |f:1.2,5.6|. Procedure details: Under a nitrogen atmosphere 700 mg (3.46 mmol) 5-bromoindoline are added to a solution of 722 mg (4.16 mmol) N-(2-chloroethyl)-pyrrolidine hydrochloride and 1.19 mL (6.93 mmol) ethyldiisopropylamine in 10 mL DMF. The reaction solution is stirred for 21 h at RT and again combined with N-(2-chloroethyl)-pyrrolidine hydrochloride. The reaction solution is heated to 70° C. and stirred for 4 h at this temperature. The solvent is eliminated i.vac. and the residue taken up in 50 mL semisaturated NaCl s... The reactants are COc1ccc(Br)c(C(=O)O)c1, O=C([O-])[O-], CC(=O)[O-], CC(=O)[O-], CC(=O)O, [Cu+2], [K+], [K+], Cn1nc(C(C)(C)C)cc1N, CN(C)C=O, O. Product: COc1ccc(Nc2cc(C(C)(C)C)nn2C)c(C(=O)O)c1. As a reaction SMILES: [Br:1][c:2]1[c:3]([C:4](=[O:5])[OH:6])[cH:7][c:8]([O:11][CH3:12])[cH:9][cH:10]1.[C:13](=[O:14])([O-:15])[O-:16].[C:40]([O-:41])(=[O:42])[CH3:43].[C:45]([O-:46])(=[O:47])[CH3:48].[CH3:30][C:31](=[O:32])[OH:33].[Cu+2:44].[K+:17].[K+:18].[NH2:19][c:20]1[cH:21][c:22]([C:26]([CH3:27])([CH3:28])[CH3:29])[n:23][n:24]1[CH3:25].[O:34]=[CH:35][N:36]([CH3:37])[CH3:38].[OH2:39]>>[c:2]1([NH:19][c:20]2[cH:21][c:22]([C:26]([CH3:27])([CH3:28])[CH3:29])[n:23][n:24]2[CH3:25])[c:3]([C:4](=[O:5])[OH:6])[cH:7][c:8]([O:11][CH3:12])[cH:9][cH:10]1.